This data is from the Open Reaction Database (ORD), a public repository of structured organic reaction records. The task is: describe an organic reaction: reactants, conditions, products, and yield Product: FC1(CN(C12CN(CC2)C=2C1=C(N=CN2)NC=C1)C(CC#N)=O)F (3-[3,3-difluoro-6-(7H-pyrrolo[2,3-d]pyrimidin-4-yl)-1,6-diazaspiro[3.4] oct-1-yl]-3-oxopropionitrile). Isolated yield 83.1%. Reaction conditions: temperature 100 celsius, time 75 minute. Solvent: O1CCOCC1 (1,4-dioxane). Reactants: C([O-])(O)=O.[Na+] (sodium bicarbonate), FC1(CNC12CN(CC2)C=2C1=C(N=CN2)NC=C1)F (4-(3,3-difluoro-1,6-diazaspiro[3,4]oct-6-yl)-7H-pyrrolo[2,3-d]pyrimidine), CC1=CC(=NN1C(=O)CC#N)C (1-cyanoacetyl-3,5-dimethylpyrazole), C(C)(C)N(C(C)C)CC (N,N-diisopropylethylamine). Procedure details: An optically-active compound of 4-(3,3-difluoro-1,6-diazaspiro[3,4]oct-6-yl)-7H-pyrrolo[2,3-d]pyrimidine (170 mg) was mixed with 1-cyanoacetyl-3,5-dimethylpyrazole (209 mg), N,N-diisopropylethylamine (117 μl) and 1,4-dioxane (3.4 ml), and the mixture was stirred at 100° C. for 75 minutes. The mixture was cooled to room temperature. Thereto was added saturated aqueous sodium bicarbonate solution, and the mixture was extracted with ethyl acetate. The separated aqueous layer was extracted with ethy... RXN SMILES: [F:1][C:2]1([F:19])[C:5]2([CH2:9][CH2:8][N:7]([C:10]3[C:11]4[CH:18]=[CH:17][NH:16][C:12]=4[N:13]=[CH:14][N:15]=3)[CH2:6]2)[NH:4][CH2:3]1.CC1N([C:26]([CH2:28][C:29]#[N:30])=[O:27])N=C(C)C=1.C(N(CC)C(C)C)(C)C.C(=O)(O)[O-].[Na+]>O1CCOCC1>[F:19][C:2]1([F:1])[C:5]2([CH2:9][CH2:8][N:7]([C:10]3[C:11]4[CH:18]=[CH:17][NH:16][C:12]=4[N:13]=[CH:14][N:15]=3)[CH2:6]2)[N:4]([C:26](=[O:27])[CH2:28][C:29]#[N:30])[CH2:3]1 |f:3.4|.